This data is from the Open Reaction Database (ORD), a public repository of structured organic reaction records. The task is: describe an organic reaction: reactants, conditions, products, and yield The reactants are C(C)(=O)ON=C(C=1C=C(C(=NC1)OCC(C)C)C=1NC(C=2C(N1)=C(N(N2)C)CCC)=O)N (5-{5-[[(Acetyloxy)imino](amino)methyl]-2-isobutoxy-3-pyridinyl}-2-methyl-3-propyl-2,6-dihydro-7H-pyrazolo[4,3-d]pyrimidin-7-one), C1CN2CC1C(C2)C3=NC(=NO3)N (oxadiazole). Yields the product C(C(C)C)OC1=NC=C(C=C1C=1NC(C=2C(N1)=C(N(N2)C)CCC)=O)C2=NOC(=N2)C (5-[2-Isobutoxy-5-(5-methyl-1,2,4-oxadiazol-3-yl)-3-pyridinyl]-2-methyl-3-propyl-2,6-dihydro-7H-pyrazolo[4,3-d]pyrimidin-7-one). Yield: 38.1%. Reaction SMILES: [C:1]([O:4][N:5]=[C:6]([NH2:32])[C:7]1[CH:8]=[C:9]([C:18]2[NH:19][C:20](=[O:31])[C:21]3[C:22](=[C:24]([CH2:28][CH2:29][CH3:30])[N:25]([CH3:27])[N:26]=3)[N:23]=2)[C:10]([O:13][CH2:14][CH:15]([CH3:17])[CH3:16])=[N:11][CH:12]=1)(=O)[CH3:2].C1C2C(C3ON=C(N)N=3)CN(C2)C1>>[CH2:14]([O:13][C:10]1[C:9]([C:18]2[NH:19][C:20](=[O:31])[C:21]3[C:22](=[C:24]([CH2:28][CH2:29][CH3:30])[N:25]([CH3:27])[N:26]=3)[N:23]=2)=[CH:8][C:7]([C:6]2[N:32]=[C:1]([CH3:2])[O:4][N:5]=2)=[CH:12][N:11]=1)[CH:15]([CH3:16])[CH3:17]. Reported procedure: 5-{5-[[(Acetyloxy)imino](amino)methyl]-2-isobutoxy-3-pyridinyl}-2-methyl-3-propyl-2,6-dihydro-7H-pyrazolo[4,3-d]pyrimidin-7-one (Example 40) (55 mg, 0.13 mmol) was heated at 190° C. for 3 h. After cooling the oxadiazole was purified by flash column chromatography (elution with 50:1 dichloromethane:methanol) to give 21 mg of a yellow solid.